describe an organic reaction: reactants, conditions, products, and yield From a dataset of the Open Reaction Database (ORD), a public repository of structured organic reaction records. The reactants are O=C([O-])[O-], CC(C)(C)OC(=O)N(Cc1ccc(-c2cc3nccc(Cl)c3s2)cc1)CC1CCCO1, ClCCl, O=[N+]([O-])c1ccc(O)c(F)c1, [K+], [K+]. Product: CC(C)(C)OC(=O)N(Cc1ccc(-c2cc3nccc(Oc4ccc([N+](=O)[O-])cc4F)c3s2)cc1)CC1CCCO1. RXN SMILES: [C:43](=[O:44])([O-:45])[O-:46].[Cl:1][c:2]1[c:3]2[c:4]([n:5][cH:6][cH:7]1)[cH:8][c:9](-[c:11]1[cH:12][cH:13][c:14]([CH2:17][N:18]([C:19]([O:20][C:21]([CH3:22])([CH3:23])[CH3:24])=[O:25])[CH2:26][CH:27]3[O:28][CH2:29][CH2:30][CH2:31]3)[cH:15][cH:16]1)[s:10]2.[Cl:49][CH2:50][Cl:51].[F:32][c:33]1[c:34]([OH:42])[cH:35][cH:36][c:37]([N+:39](=[O:40])[O-:41])[cH:38]1.[K+:47].[K+:48]>>[c:2]1([O:42][c:34]2[c:33]([F:32])[cH:38][c:37]([N+:39](=[O:40])[O-:41])[cH:36][cH:35]2)[c:3]2[c:4]([n:5][cH:6][cH:7]1)[cH:8][c:9](-[c:11]1[cH:12][cH:13][c:14]([CH2:17][N:18]([C:19]([O:20][C:21]([CH3:22])([CH3:23])[CH3:24])=[O:25])[CH2:26][CH:27]3[O:28][CH2:29][CH2:30][CH2:31]3)[cH:15][cH:16]1)[s:10]2. Reactants: C(C)(=O)C1=CC=CC=C1 (acetophenone), ClC=1C=C(N)C=CC1 (m-chloroaniline), C1=CC=CC=C1 (benzene). Solvent: O (water). Yields the product ClC=1C=C(N=C(C2=CC=CC=C2)C)C=CC1 (m-Chloro-N-(α-methyl benzylidene) aniline). RXN SMILES: [C:1]([C:4]1[CH:9]=[CH:8][CH:7]=[CH:6][CH:5]=1)(=O)[CH3:2].[Cl:10][C:11]1[CH:12]=[C:13]([CH:15]=[CH:16][CH:17]=1)[NH2:14].C1C=CC=CC=1>O>[Cl:10][C:11]1[CH:12]=[C:13]([CH:15]=[CH:16][CH:17]=1)[N:14]=[C:1]([CH3:2])[C:4]1[CH:9]=[CH:8][CH:7]=[CH:6][CH:5]=1. Reported procedure: A solution of acetophenone (130 ml), m-chloroaniline (130 ml) and benzene (200 ml) was refluxed in the presence of molecular sieve (50 g) with continuous removal of water. m-Chloro-N-(α-methyl benzylidene) aniline (XIX) was obtained by fractional distillation. XIX had a boiling point of 110° C. at 0.025 millimeter. The reactants are NC1=C2C(N(C(=NC2=CC=C1)C)C1C(NC(CC1)=O)=O)=O (3-(5-amino-2-methyl-4-oxo-4H-quinazolin-3-yl)-piperidine-2,6-dione), C(C)(=O)Cl (acetyl chloride). Solvent: O1CCCC1 (tetrahydrofuran). Run at temperature 80 celsius. Product: O=C1NC(CCC1N1C(=NC2=CC=CC(=C2C1=O)NC(C)=O)C)=O (N-[3-(2,6-dioxo-piperidin-3-yl)-2-methyl-4-oxo-3,4-dihydro-quinazolin-5-yl]-acetamide). Isolated yield 16.2%. RXN SMILES: [NH2:1][C:2]1[CH:11]=[CH:10][CH:9]=[C:8]2[C:3]=1[C:4](=[O:21])[N:5]([CH:13]1[CH2:18][CH2:17][C:16](=[O:19])[NH:15][C:14]1=[O:20])[C:6]([CH3:12])=[N:7]2.[C:22](Cl)(=[O:24])[CH3:23]>O1CCCC1>[O:20]=[C:14]1[CH:13]([N:5]2[C:4](=[O:21])[C:3]3[C:8](=[CH:9][CH:10]=[CH:11][C:2]=3[NH:1][C:22](=[O:24])[CH3:23])[N:7]=[C:6]2[CH3:12])[CH2:18][CH2:17][C:16](=[O:19])[NH:15]1. Reported procedure: To a stirred mixture of 3-(5-amino-2-methyl-4-oxo-4H-quinazolin-3-yl)-piperidine-2,6-dione (0.45 g, 1.5 mmol) in tetrahydrofuran (10 mL), was added acetyl chloride (0.63 mL, 8.8 mmol) and heated at 80° C. for one hour. The mixture was quenched with a few drops of methanol. The solvent was evaporated, and the residue was purified by flash column chromatography (Silica gel, methanol/methylene chloride 4%/96%) to give N-[3-(2,6-dioxo-piperidin-3-yl)-2-methyl-4-oxo-3,4-dihydro-quinazolin-5-yl]-aceta... The reactants are C(=O)(O)[O-].[Na+] (NaHCO3), CC1(CCN(CC1)C(=O)OC(C)(C)C)N1CCC(CC1)=O (tert-butyl 4-methyl-4-(4-oxo-1-piperidyl)piperidine-1-carboxylate), [C@@H]1([C@@H](CCCC1)N)N ((1R,2R)-cyclohexane-1,2-diamine), C(C)(=O)O[BH-](OC(C)=O)OC(C)=O.[Na+] (sodium triacetoxyborohydride). Solvent: ClCCl (dichloromethane). Run at time 12 hour. The product is N[C@H]1[C@@H](CCCC1)NC1CCN(CC1)C1(CCN(CC1)C(=O)OC(C)(C)C)C (tert-butyl 4-[4-[[(1R,2R)-2-aminocyclohexyl]amino]-1-piperidyl]-4-methyl-piperidine-1-carboxylate). RXN SMILES: [CH3:1][C:2]1([N:15]2[CH2:20][CH2:19][C:18](=O)[CH2:17][CH2:16]2)[CH2:7][CH2:6][N:5]([C:8]([O:10][C:11]([CH3:14])([CH3:13])[CH3:12])=[O:9])[CH2:4][CH2:3]1.[C@@H:22]1([NH2:29])[CH2:27][CH2:26][CH2:25][CH2:24][C@H:23]1[NH2:28].C(O[BH-](OC(=O)C)OC(=O)C)(=O)C.[Na+].C([O-])(O)=O.[Na+]>ClCCl>[NH2:28][C@@H:23]1[CH2:24][CH2:25][CH2:26][CH2:27][C@H:22]1[NH:29][CH:18]1[CH2:19][CH2:20][N:15]([C:2]2([CH3:1])[CH2:3][CH2:4][N:5]([C:8]([O:10][C:11]([CH3:14])([CH3:13])[CH3:12])=[O:9])[CH2:6][CH2:7]2)[CH2:16][CH2:17]1 |f:2.3,4.5|. Reported procedure: To a solution of tert-butyl 4-methyl-4-(4-oxo-1-piperidyl)piperidine-1-carboxylate (2.0 g, 6.76 mmol) and (1R,2R)-cyclohexane-1,2-diamine (1.55 g, 13.5 mmol) in dichloromethane (60 mL) was added sodium triacetoxyborohydride (2.12 g, 10.0 mmol) and stirred at room temperature for 12 h. Saturated NaHCO3 (40 mL) was added, the phases were separated and the aqueous phase was extracted with dichloromethane (2×60 mL). The combined organic phases were washed with brine, dried over Na2SO4, and concentra... Reactants: CC(C)(C)N, CCOC(=O)c1c(NC(=O)C2C(C)(C)C2(C)C)sc2c1CCCC2. Product: CC(C)(C)NC(=O)c1c(NC(=O)C2C(C)(C)C2(C)C)sc2c1CCCC2. RXN SMILES: [C:25]([CH3:26])([CH3:27])([CH3:28])[NH2:29].[CH3:1][C:2]1([CH3:24])[CH:3]([C:7](=[O:8])[NH:9][c:10]2[s:11][c:12]3[c:13]([c:14]2[C:15]([O:17][CH2:16][CH3:18])=[O:19])[CH2:20][CH2:21][CH2:22][CH2:23]3)[C:4]1([CH3:5])[CH3:6]>>[CH3:1][C:2]1([CH3:24])[CH:3]([C:7](=[O:8])[NH:9][c:10]2[s:11][c:12]3[c:13]([c:14]2[C:15](=[O:17])[NH:29][C:25]([CH3:26])([CH3:27])[CH3:28])[CH2:20][CH2:21][CH2:22][CH2:23]3)[C:4]1([CH3:5])[CH3:6]. Starting materials: [H-].[Al+3].[Li+].[H-].[H-].[H-] (lithium aluminum hydride), O.[NH4+].[OH-] (H2O NH4OH), BrC1=CC(=C(C(=N1)C(=O)OC)Cl)[N+](=O)[O-] (methyl 6-bromo-3-chloro-4-nitropyridine-2-carboxylate), N-oxide. The reagents and catalysts are [Ti](Cl)(Cl)(Cl)Cl (titanium tetrachloride). Run in O1CCCC1 (tetrahydrofuran), C1CCOC1 (THF). Reaction conditions: time 15 minute. The product is NC1=C(C(=NC(=C1)Br)C(=O)OC)Cl (methyl 4-amino-6-bromo-3-chloropyridine-2-carboxylate). Reaction SMILES: [H-].[Al+3].[Li+].[H-].[H-].[H-].[Br:7][C:8]1[N:13]=[C:12]([C:14]([O:16][CH3:17])=[O:15])[C:11]([Cl:18])=[C:10]([N+:19]([O-])=O)[CH:9]=1.O.[NH4+].[OH-]>O1CCCC1.[Ti](Cl)(Cl)(Cl)Cl>[NH2:19][C:10]1[CH:9]=[C:8]([Br:7])[N:13]=[C:12]([C:14]([O:16][CH3:17])=[O:15])[C:11]=1[Cl:18] |f:0.1.2.3.4.5,7.8.9|. Procedure: To a solution of titanium tetrachloride (0.015 mol, 2.8 g) in tetrahydrofuran (50 mL) was added lithium aluminum hydride (0.0175 mol, 0.7 g). The black slurry was stirred 15 min before adding methyl 6-bromo-3-chloro-4-nitropyridine-2-carboxylate, N-oxide (0.007 mol, 2.3 g) in THF (25 mL). The solution was stirred 1 hr before pouring into 1:1 H2O/NH4OH and filtering. The filtrate was extracted with EtOAc (2×75 mL). The organic phase was dried (Na2SO4), and concentrated. The red solid was chromato...